This data is from the Open Reaction Database (ORD), a public repository of structured organic reaction records. The task is: describe an organic reaction: reactants, conditions, products, and yield Reactants: CC(=O)c1ccc(C2CCN(C(C)=O)CC2)c([N+](=O)[O-])c1, CCO, [H][H], [Pd]. The product is CC(=O)c1ccc(C2CCN(C(C)=O)CC2)c(N)c1. As a reaction SMILES: [C:1]([CH3:2])(=[O:3])[N:4]1[CH2:5][CH2:6][CH:7]([c:10]2[c:11]([N+:19]([O-:20])=[O:21])[cH:12][c:13]([C:16]([CH3:17])=[O:18])[cH:14][cH:15]2)[CH2:8][CH2:9]1.[CH3:24][CH2:25][OH:26].[H:22][H:23].[Pd:27]>>[C:1]([CH3:2])(=[O:3])[N:4]1[CH2:5][CH2:6][CH:7]([c:10]2[c:11]([NH2:19])[cH:12][c:13]([C:16]([CH3:17])=[O:18])[cH:14][cH:15]2)[CH2:8][CH2:9]1. Yields the product CC(C)(C)N1CC(OS(C)(=O)=O)CC1C(=O)NC(=O)OCc1ccccc1. Reactants: CC(C)(C)N1CC(O)CC1C(=O)NC(=O)OCc1ccccc1, CS(=O)(=O)Cl, O, c1ccncc1. Reaction SMILES: [CH2:1]([c:2]1[cH:3][cH:4][cH:5][cH:6][cH:7]1)[O:8][C:9](=[O:10])[NH:11][C:12]([CH:13]1[N:14]([C:19]([CH3:20])([CH3:21])[CH3:22])[CH2:15][CH:16]([OH:18])[CH2:17]1)=[O:23].[CH3:24][S:25]([Cl:26])(=[O:27])=[O:28].[OH2:29].[cH:30]1[cH:31][cH:32][n:33][cH:34][cH:35]1>>[CH2:1]([c:2]1[cH:3][cH:4][cH:5][cH:6][cH:7]1)[O:8][C:9](=[O:10])[NH:11][C:12]([CH:13]1[N:14]([C:19]([CH3:20])([CH3:21])[CH3:22])[CH2:15][CH:16]([O:18][S:25]([CH3:24])(=[O:27])=[O:28])[CH2:17]1)=[O:23]. The reactants are FC1=CC2=C(B(OC2)O)C=C1NS(=O)(=O)C1=C(C=C(C=C1)NC(C(F)(F)F)=O)CC(=O)OC (methyl 2-(2-(N-(5-fluoro-1-hydroxy-1,3-dihydrobenzo[c][1,2]oxaborol-6-yl)sulfamoyl)-5-(2,2,2-trifluoroacetamido)phenyl)acetate), [OH-].N (ammonia hydroxide). The solvent is CO (methanol). Reaction conditions: temperature 100 celsius. Yields the product NC=1C=CC(=C(C1)CC(=O)N)S(NC=1C(=CC2=C(B(OC2)O)C1)F)(=O)=O (2-(5-Amino-2-(N-(5-fluoro-1-hydroxy-1,3-dihydrobenzo[c][1,2]oxaborol-6-yl)sulfamoyl)phenyl)acetamide). RXN SMILES: [F:1][C:2]1[C:11]([NH:12][S:13]([C:16]2[CH:21]=[CH:20][C:19]([NH:22]C(=O)C(F)(F)F)=[CH:18][C:17]=2[CH2:29][C:30](OC)=[O:31])(=[O:15])=[O:14])=[CH:10][C:5]2[B:6]([OH:9])[O:7][CH2:8][C:4]=2[CH:3]=1.[OH-].[NH3:35]>CO>[NH2:22][C:19]1[CH:20]=[CH:21][C:16]([S:13](=[O:14])(=[O:15])[NH:12][C:11]2[C:2]([F:1])=[CH:3][C:4]3[CH2:8][O:7][B:6]([OH:9])[C:5]=3[CH:10]=2)=[C:17]([CH2:29][C:30]([NH2:35])=[O:31])[CH:18]=1 |f:1.2|. Reported procedure: To the solution of methyl 2-(2-(N-(5-fluoro-1-hydroxy-1,3-dihydrobenzo[c][1,2]oxaborol-6-yl)sulfamoyl)-5-(2,2,2-trifluoroacetamido)phenyl)acetate (480 mg, 1 mmol) in methanol (5 ml), added ammonia hydroxide (2 ml), heated at 100° C. in a sealed tube overnight. The result mixture was concentrated, then dissolved in DMSO and purified by prep HPLC (SunFire Prep C18 OBD 5 uM 30×50 mm column). The title compound was obtained as yellow solid. MS calcd for (C15H15BN3O5FS): 379.17. MS found (ESI negativ... Starting materials: ClC1=CC=C(C=C1)C(C1=CC=C(C=C1)O)=O (4'-chloro-4-hydroxybenzophenone), [H-].[Na+] (sodium hydride), BrCCCCl (1-bromo-3-chloropropane). Solvent: CN(C=O)C (dimethylformamide). Conditions: time 2 hour. The product is ClC1=CC=C(C=C1)C(C1=CC=C(C=C1)OCCCCl)=O (4'-chloro-4-chloropropoxybenzophenone). Yield: 89.7%. Reaction SMILES: [H-].[Na+].[Cl:3][C:4]1[CH:9]=[CH:8][C:7]([C:10](=[O:18])[C:11]2[CH:16]=[CH:15][C:14]([OH:17])=[CH:13][CH:12]=2)=[CH:6][CH:5]=1.Br[CH2:20][CH2:21][CH2:22][Cl:23]>CN(C)C=O>[Cl:3][C:4]1[CH:5]=[CH:6][C:7]([C:10](=[O:18])[C:11]2[CH:16]=[CH:15][C:14]([O:17][CH2:20][CH2:21][CH2:22][Cl:23])=[CH:13][CH:12]=2)=[CH:8][CH:9]=1 |f:0.1|. Reported procedure: To a suspension of sodium hydride (60%, 1.7 g, 43 mmol) in dimethylformamide (200 mL) was added 4'-chloro-4-hydroxybenzophenone (5 g, 22 mmol) portionwise. The mixture was stirred at room temperature for 2 hours, then 1-bromo-3-chloropropane (4.4 mL, 43 mmol) was added, and the mixture was stirred at room temperature overnight. The reaction was quenched with methanol (10 mL) and filtered through Celite®. The filtrate was taken up in ether (300 mL), washed thrice with water (150 mL) and dried ove... Starting materials: NC(C(C(CC1=CC=CC=C1)NC(=O)C=1C(=NC=CC1)N1N=C2C(=C1)CN(C2)C(=O)OC(C)(C)C)=O)=O (tert-butyl 2-(3-(4-amino-3,4-dioxo-1-phenylbutan-2-ylcarbamoyl)-pyridin-2-yl)-4,6-dihydropyrrolo[3,4-c]pyrazole-5(2H)-carboxylate), Cl (HCl). The solvent is ClCCl (dichloromethane), O1CCOCC1 (dioxan). Product: Cl.NC(C(C(CC1=CC=CC=C1)NC(C1=C(N=CC=C1)N1N=C2C(=C1)CNC2)=O)=O)=O (N-(4-Amino-3,4-dioxo-1-phenyl-2-butanyl)-2-(5,6-dihydropyrrolo[3,4-c]pyrazol-2(4H)-yl)nicotinamide hydrochloride). Reaction SMILES: [NH2:1][C:2](=[O:37])[C:3](=[O:36])[CH:4]([NH:12][C:13]([C:15]1[C:16]([N:21]2[CH:25]=[C:24]3[CH2:26][N:27](C(OC(C)(C)C)=O)[CH2:28][C:23]3=[N:22]2)=[N:17][CH:18]=[CH:19][CH:20]=1)=[O:14])[CH2:5][C:6]1[CH:11]=[CH:10][CH:9]=[CH:8][CH:7]=1.[ClH:38]>ClCCl.O1CCOCC1>[ClH:38].[NH2:1][C:2](=[O:37])[C:3](=[O:36])[CH:4]([NH:12][C:13](=[O:14])[C:15]1[CH:20]=[CH:19][CH:18]=[N:17][C:16]=1[N:21]1[CH:25]=[C:24]2[CH2:26][NH:27][CH2:28][C:23]2=[N:22]1)[CH2:5][C:6]1[CH:7]=[CH:8][CH:9]=[CH:10][CH:11]=1 |f:4.5|. Procedure: To a solution of tert-butyl 2-(3-(4-amino-3,4-dioxo-1-phenylbutan-2-ylcarbamoyl)-pyridin-2-yl)-4,6-dihydropyrrolo[3,4-c]pyrazole-5(2H)-carboxylate (50 mg, 0.099 mmol) in dichloromethane (10 mL) 4004 of 4M HCl in dioxan were added and stirred over night at room temperature. The mixture then was concentrated, the remainder treated with MTB and the remaining solid then further purified by chromatography over Chromabond RP-C18 (eluent: water/acetonitrile) to give 30 mg of the titel compound; ESI-MS ...